This data is from the Open Reaction Database (ORD), a public repository of structured organic reaction records. The task is: describe an organic reaction: reactants, conditions, products, and yield The reactants are C=C(C)c1cc(S(=O)(=O)N(C)C2CCCc3c2cnn3CC(=O)OCC)cnc1Oc1ccc(Cl)cc1, CO. Product: CCOC(=O)Cn1ncc2c1CCCC2N(C)S(=O)(=O)c1cnc(Oc2ccc(Cl)cc2)c(C(C)C)c1. As a reaction SMILES: [CH2:1]([CH3:2])[O:3][C:4]([CH2:5][n:6]1[n:7][cH:8][c:9]2[c:14]1[CH2:13][CH2:12][CH2:11][CH:10]2[N:15]([CH3:16])[S:17](=[O:18])(=[O:19])[c:20]1[cH:21][n:22][c:23]([O:29][c:30]2[cH:31][cH:32][c:33]([Cl:36])[cH:34][cH:35]2)[c:24]([C:26](=[CH2:27])[CH3:28])[cH:25]1)=[O:37].[CH3:38][OH:39]>>[CH2:1]([CH3:2])[O:3][C:4]([CH2:5][n:6]1[n:7][cH:8][c:9]2[c:14]1[CH2:13][CH2:12][CH2:11][CH:10]2[N:15]([CH3:16])[S:17](=[O:18])(=[O:19])[c:20]1[cH:21][n:22][c:23]([O:29][c:30]2[cH:31][cH:32][c:33]([Cl:36])[cH:34][cH:35]2)[c:24]([CH:26]([CH3:27])[CH3:28])[cH:25]1)=[O:37]. Reactants: C(CC)(=O)OC (methyl propionate), O (water), C(#N)C1=NN(C=C1I)C1=C(C=C(C=C1Cl)C(F)(F)F)Cl (3-cyano-1-(2,6-dichloro-4-trifluoromethylphenyl)-4-iodopyrazole), C(CCC)[Li] (n-butyllithium), solution. The solvent is O1CCCC1 (tetrahydrofuran), O1CCCC1 (tetrahydrofuran), hexanes. Conditions: temperature -72 celsius. The product is C(#N)C1=NN(C=C1C(CC)=O)C1=C(C=C(C=C1Cl)C(F)(F)F)Cl (3-Cyano-1-(2,6-dichloro-4-trifluoromethylphenyl)-4-propanoylpyrazole). Reaction SMILES: [C:1]([C:3]1[C:7](I)=[CH:6][N:5]([C:9]2[C:14]([Cl:15])=[CH:13][C:12]([C:16]([F:19])([F:18])[F:17])=[CH:11][C:10]=2[Cl:20])[N:4]=1)#[N:2].C([Li])CCC.[C:26](OC)(=[O:29])[CH2:27][CH3:28].O>O1CCCC1>[C:1]([C:3]1[C:7]([C:26](=[O:29])[CH2:27][CH3:28])=[CH:6][N:5]([C:9]2[C:14]([Cl:15])=[CH:13][C:12]([C:16]([F:19])([F:18])[F:17])=[CH:11][C:10]=2[Cl:20])[N:4]=1)#[N:2]. Procedure: To a stirred solution of 3-cyano-1-(2,6-dichloro-4-trifluoromethylphenyl)-4-iodopyrazole (7.2 g) in tetrahydrofuran (80 ml) at -78° C. under an atmosphere of nitrogen was added, at such a rate that the temperature of the reaction mixture did not exceed -71° C., n-butyllithium (8 ml of a 2.5M solution in hexanes). A solution of methyl propionate (3.2 ml) in tetrahydrofuran (10 ml) was then added at such a rate that the temperature of the reaction mixture did not exceed -72° C. Upon completion of ... The reactants are BrCCOC1=C(C(=C(C(=C1OCCC(C)C1=CC=C(C=C1)F)OC)Cl)C)C(C)=O (1-{2-(2-Bromo-ethoxy)-5-chloro-3-[3-(4-fluoro-phenyl)-butoxy]-4-methoxy-6-methyl-phenyl}-ethanone), Cl.FC1(CNCCC1)F (3,3-difluoropiperidine hydrochloride). Yields the product ClC=1C(=C(C(=C(C1OC)OCCC(C)C1=CC=C(C=C1)F)OCCN1CC(CCC1)(F)F)C(C)=O)C (1-{3-Chloro-6-[2-(3,3-difluoro-piperidin-1-yl)-ethoxy]-5-[3-(4-fluoro-phenyl)-butoxy]-4-methoxy-2-methyl-phenyl}-ethanone). Yield: 33.0%. Reaction SMILES: Br[CH2:2][CH2:3][O:4][C:5]1[C:10]([O:11][CH2:12][CH2:13][CH:14]([C:16]2[CH:21]=[CH:20][C:19]([F:22])=[CH:18][CH:17]=2)[CH3:15])=[C:9]([O:23][CH3:24])[C:8]([Cl:25])=[C:7]([CH3:26])[C:6]=1[C:27](=[O:29])[CH3:28].Cl.[F:31][C:32]1([F:38])[CH2:37][CH2:36][CH2:35][NH:34][CH2:33]1>>[Cl:25][C:8]1[C:7]([CH3:26])=[C:6]([C:27](=[O:29])[CH3:28])[C:5]([O:4][CH2:3][CH2:2][N:34]2[CH2:35][CH2:36][CH2:37][C:32]([F:38])([F:31])[CH2:33]2)=[C:10]([O:11][CH2:12][CH2:13][CH:14]([C:16]2[CH:21]=[CH:20][C:19]([F:22])=[CH:18][CH:17]=2)[CH3:15])[C:9]=1[O:23][CH3:24] |f:1.2|. Reported procedure: Example 8a (101 mg, 0.21 mmol) was reacted with 3,3-difluoropiperidine hydrochloride (2.5 eq.) as described under General Procedure K to afford the title compound (37 mg, 33%) as a clear oil. 1H NMR (300 MHz, CDCl3) δ 7.20-7.15 (m, 2H), 7.01-6.95 (m, 2H), 4.07 (t, J=5.4 Hz, 2H), 3.97 (td, J=6.9, 1.5 Hz, 2H), 3.83 (s, 3H), 3.05-2.83 (m, 1H), 2.75-2.68 (m, 4H), 2.50-2.46 (m, 5H), 2.18 (s, 3H), 2.13-1.94 (m, 2H), 1.90-1.74 (m, 4H), 1.29 (d, J=6.9 Hz, 3H). MS (ES+) m/z 528 (M+H+). Starting materials: CCOC(=O)CCCBr, O=C([O-])[O-], CCC(C)=O, Oc1ccc2c(c1)CCN(C1CCC1)CC2, [K+], [K+]. Yields the product CCOC(=O)CCCOc1ccc2c(c1)CCN(C1CCC1)CC2. RXN SMILES: [Br:1][CH2:2][CH2:3][CH2:4][C:5](=[O:6])[O:7][CH2:8][CH3:9].[C:26](=[O:27])([O-:28])[O-:29].[CH3:32][C:33](=[O:34])[CH2:35][CH3:36].[CH:10]1([N:14]2[CH2:15][CH2:16][c:17]3[c:18]([cH:21][c:22]([OH:25])[cH:23][cH:24]3)[CH2:19][CH2:20]2)[CH2:11][CH2:12][CH2:13]1.[K+:30].[K+:31]>>[CH2:2]([CH2:3][CH2:4][C:5](=[O:6])[O:7][CH2:8][CH3:9])[O:25][c:22]1[cH:21][c:18]2[c:17]([cH:24][cH:23]1)[CH2:16][CH2:15][N:14]([CH:10]1[CH2:11][CH2:12][CH2:13]1)[CH2:20][CH2:19]2. Reactants: S(=O)(Cl)Cl (thionyl chloride), CO (methanol), Cl.NCCN(C(=O)OCC1C2=CC=CC=C2C=2C=CC=CC12)CC(=O)O (N-(2-aminoethyl)-N-(9-fluorenylmethoxycarbonyl)aminoacetic acid hydrochloride). Conditions: temperature 0 celsius, time 1 hour. The product is Cl.NCCN(C(=O)OCC1C2=CC=CC=C2C=2C=CC=CC12)CC(=O)OC (Methyl N-(2-aminoethyl)-N-(9-fluorenylmethoxycarbonyl)aminoacetate hydrochloride). RXN SMILES: S(Cl)([Cl:3])=O.Cl.[NH2:6][CH2:7][CH2:8][N:9]([CH2:27][C:28]([OH:30])=[O:29])[C:10]([O:12][CH2:13][CH:14]1[C:26]2[CH:25]=[CH:24][CH:23]=[CH:22][C:21]=2[C:20]2[C:15]1=[CH:16][CH:17]=[CH:18][CH:19]=2)=[O:11].[CH3:31]O>>[ClH:3].[NH2:6][CH2:7][CH2:8][N:9]([CH2:27][C:28]([O:30][CH3:31])=[O:29])[C:10]([O:12][CH2:13][CH:14]1[C:15]2[CH:16]=[CH:17][CH:18]=[CH:19][C:20]=2[C:21]2[C:26]1=[CH:25][CH:24]=[CH:23][CH:22]=2)=[O:11] |f:1.2,4.5|. Procedure details: 2.15 ml of thionyl chloride are added dropwise, at 0° C., to 75 ml of anhydrous methanol. Subsequently, 7.5 g (20 mmol) of N-(2-aminoethyl)-N-(9-fluorenylmethoxycarbonyl)aminoacetic acid hydrochloride are added in portions. The mixture is stirred at 0° C. for one hour, allowed to warm to room temperature, and then stirred further overnight. The reaction solution is concentrated and the precipitate is filtered off with suction and dried. The reactants are Cl (hydrochloric acid), aqueous solution, [OH-].[Na+] (sodium hydroxide), COC(CC1=CC=C(C=C1)C1=C(C=C(C=C1C)OCCOC(C)=O)C)=O (methyl[4′-(2-acetoxyethoxy)-2′,6′-dimethylbiphenyl-4-yl]acetate). The solvent is C(C)O (ethanol). Reaction conditions: temperature 40 celsius, time 1 hour. Yields the product OCCOC1=CC(=C(C(=C1)C)C1=CC=C(C=C1)CC(=O)O)C ([4′-(2-Hydroxyethoxy)-2′,6′-dimethylbiphenyl-4-yl]acetic acid). Isolated yield 109.0%. As a reaction SMILES: [OH-].[Na+].C[O:4][C:5](=[O:28])[CH2:6][C:7]1[CH:12]=[CH:11][C:10]([C:13]2[C:18]([CH3:19])=[CH:17][C:16]([O:20][CH2:21][CH2:22][O:23]C(=O)C)=[CH:15][C:14]=2[CH3:27])=[CH:9][CH:8]=1.Cl>C(O)C>[OH:23][CH2:22][CH2:21][O:20][C:16]1[CH:17]=[C:18]([CH3:19])[C:13]([C:10]2[CH:11]=[CH:12][C:7]([CH2:6][C:5]([OH:28])=[O:4])=[CH:8][CH:9]=2)=[C:14]([CH3:27])[CH:15]=1 |f:0.1|. Procedure: A 2 mol/L aqueous solution of sodium hydroxide (2 mL) was added to a solution of methyl[4′-(2-acetoxyethoxy)-2′,6′-dimethylbiphenyl-4-yl]acetate (0.318 g) in ethanol (10 mL), and the mixture was stirred at 40° C. for 1 hr. To the reaction mixture was added 2 mol/L hydrochloric acid (2 mL), and the solvent was evaporated under reduced pressure. Water and ethyl acetate were added to the residue. The organic layer was separated, washed with water and brine, and dried over anhydrous magnesium sulfat...